This data is from the Open Reaction Database (ORD), a public repository of structured organic reaction records. The task is: describe an organic reaction: reactants, conditions, products, and yield Starting materials: ClC1=CC=C(C=N1)C(=O)O (6-chloropyridine-3-carboxylic acid), CO (methanol). Run in C[O-].[Na+] (sodium methylate). Yields the product COC1=CC=C(C=N1)C(=O)O (6-Methoxypyridine-3-carboxylic acid). RXN SMILES: Cl[C:2]1[N:7]=[CH:6][C:5]([C:8]([OH:10])=[O:9])=[CH:4][CH:3]=1.[CH3:11][OH:12]>C[O-].[Na+]>[CH3:11][O:12][C:2]1[N:7]=[CH:6][C:5]([C:8]([OH:10])=[O:9])=[CH:4][CH:3]=1 |f:2.3|. Reported procedure: To a suspension of 6-chloropyridine-3-carboxylic acid (4.15 g) in methanol (40 cc), 4 M methanolic sodium methylate solution (40 cc) is added. The mixture is heated under reflux for 60 hours. The solvent is distilled off under reduced pressure (4 kPa). The residue is taken up in distilled water (100 cc) and the mixture is acidified to pH 5 with hydrochloric acid in 11.9 M aqueous solution. The precipitate produced is separated by filtration, washed with distilled water (5×10 cc) and dried in the... Reactants: [N+](=O)([O-])C=1C=CC=2NC3=CC=CC=C3C2C1 (3-nitrocarbazole), [H-].[Na+] (NaH), BrCCCCl (1-bromo-3-chloropropane). The product is ClCCCN1C2=CC=CC=C2C=2C=C(C=CC12)[N+](=O)[O-] (3-Chloro-1-(3-nitro-9H-carbazol-9-yl)propane). RXN SMILES: [N+:1]([C:4]1[CH:5]=[CH:6][C:7]2[NH:8][C:9]3[C:14]([C:15]=2[CH:16]=1)=[CH:13][CH:12]=[CH:11][CH:10]=3)([O-:3])=[O:2].[H-].[Na+].Br[CH2:20][CH2:21][CH2:22][Cl:23]>>[Cl:23][CH2:22][CH2:21][CH2:20][N:8]1[C:7]2[CH:6]=[CH:5][C:4]([N+:1]([O-:3])=[O:2])=[CH:16][C:15]=2[C:14]2[C:9]1=[CH:10][CH:11]=[CH:12][CH:13]=2 |f:1.2|. Procedure: The compound was synthesized by mixing 3-nitrocarbazole (0.5 g, 0.0024 mol), NaH (0.06 g, 0.0026 mol) and 1-bromo-3-chloropropane (0.41 g, Starting materials: C(C1=CC=CC=C1)N[C@@H]1C[C@@H](CCC1)OC=1C(=C2C=NNC2=CC1)C (N-benzyl-N-[cis-3-[(4-methyl-1H-indazol-5-yl)oxy]cyclohexyl]amine), C(#N)[BH3-].[Na+] (sodium cyanoborohydride), C=O (formaldehyde), C(C)(=O)O (acetic acid). Solvent: CO (methanol), C(Cl)(Cl)Cl (chloroform). Conditions: time 17 hour. Yields the product C(C1=CC=CC=C1)N([C@@H]1C[C@@H](CCC1)OC=1C(=C2C=NNC2=CC1)C)C (N-benzyl-N-methyl-N-[cis-3-[(4-methyl-1H-indazol-5-yl)oxy]cyclohexyl]amine). Yield: 87.0%. As a reaction SMILES: [CH2:1]([NH:8][C@H:9]1[CH2:14][CH2:13][CH2:12][C@@H:11]([O:15][C:16]2[C:17]([CH3:25])=[C:18]3[C:22](=[CH:23][CH:24]=2)[NH:21][N:20]=[CH:19]3)[CH2:10]1)[C:2]1[CH:7]=[CH:6][CH:5]=[CH:4][CH:3]=1.C=O.[C:28](O)(=O)C.C([BH3-])#N.[Na+]>CO.C(Cl)(Cl)Cl>[CH2:1]([N:8]([CH3:28])[C@H:9]1[CH2:14][CH2:13][CH2:12][C@@H:11]([O:15][C:16]2[C:17]([CH3:25])=[C:18]3[C:22](=[CH:23][CH:24]=2)[NH:21][N:20]=[CH:19]3)[CH2:10]1)[C:2]1[CH:7]=[CH:6][CH:5]=[CH:4][CH:3]=1 |f:3.4|. Procedure details: Under nitrogen, the N-benzyl-N-[cis-3-[(4-methyl-1H-indazol-5-yl)oxy]cyclohexyl]amine (150 mg, 0.447 mmol) obtained in Example 716 and 36%-formaldehyde (56 mg, 0.671 mmol) were suspended in methanol (5 ml), followed by adding thereto acetic acid (0.2 ml), and the resulting mixture was stirred at room temperature for 30 minutes. Then, sodium cyanoborohydride (56 mg, 0.894 mmol) was added thereto and the resulting mixture was stirred at room temperature for 17 hours. The reaction mixture was dilut... Reactants: [BH3-]C#N, CC(C)(C)O, CCCCC(I)CCc1ccccc1, CC(C)(C#N)N=NC(C)(C)C#N, [Na+], O, O. Yields the product CCCCC(O)CCc1ccccc1. As a reaction SMILES: [C:1]([BH3-:2])#[N:3].[CH3:33][C:34]([OH:35])([CH3:36])[CH3:37].[I:17][CH:18]([CH2:19][CH2:20][c:21]1[cH:22][cH:23][cH:24][cH:25][cH:26]1)[CH2:27][CH2:28][CH2:29][CH3:30].[N:5]#[C:6][C:7]([N:8]=[N:9][C:10]([C:11]#[N:12])([CH3:13])[CH3:14])([CH3:15])[CH3:16].[Na+:4].[O:31].[OH2:32]>>[CH:18]([CH2:19][CH2:20][c:21]1[cH:22][cH:23][cH:24][cH:25][cH:26]1)([CH2:27][CH2:28][CH2:29][CH3:30])[OH:32]. Reactants: C(C)(C)(C)OC(=O)N1CC2CC(=C(C(C1)N2C(=O)OC(C)(C)C)C(N(CC2=C(C(=CC=C2)Cl)Cl)C2CC2)=O)C=2SC=C(N2)CCCO (6-[Cyclopropyl-(2,3-dichlorobenzyl)carbamoyl]-7-[4-(3-hydroxypropyl)thiazol-2-yl]-3,9-diazabicyclo[3.3.1]non-6-ene-3,9-dicarboxylic acid di-tert-butyl ester), ClC=1C(=C(C(=CC1)F)O)F (3-chloro-2,6-difluorophenol). The product is C(C)(C)(C)OC(=O)N1CC2CC(=C(C(C1)N2C(=O)OC(C)(C)C)C(N(CC2=C(C(=CC=C2)Cl)Cl)C2CC2)=O)C=2SC=C(N2)CCCOC2=C(C(=CC=C2F)Cl)F (7-{4-[3-(3-Chloro-2,6-difluorophenoxy)propyl]thiazol-2-yl}-6-[cyclopropyl-(2,3-dichlorobenzyl)-carbamoyl]-3,9-diazabicyclo[3.3.1]non-6-ene-3,9-dicarboxylic acid di-tert-butyl ester). Reaction SMILES: [C:1]([O:5][C:6]([N:8]1[CH2:15][CH:14]2[N:16]([C:17]([O:19][C:20]([CH3:23])([CH3:22])[CH3:21])=[O:18])[CH:10]([CH2:11][C:12]([C:39]3[S:40][CH:41]=[C:42]([CH2:44][CH2:45][CH2:46][OH:47])[N:43]=3)=[C:13]2[C:24](=[O:38])[N:25]([CH:35]2[CH2:37][CH2:36]2)[CH2:26][C:27]2[CH:32]=[CH:31][CH:30]=[C:29]([Cl:33])[C:28]=2[Cl:34])[CH2:9]1)=[O:7])([CH3:4])([CH3:3])[CH3:2].[Cl:48][C:49]1[C:50]([F:57])=[C:51](O)[C:52]([F:55])=[CH:53][CH:54]=1>>[C:1]([O:5][C:6]([N:8]1[CH2:15][CH:14]2[N:16]([C:17]([O:19][C:20]([CH3:23])([CH3:22])[CH3:21])=[O:18])[CH:10]([CH2:11][C:12]([C:39]3[S:40][CH:41]=[C:42]([CH2:44][CH2:45][CH2:46][O:47][C:51]4[C:52]([F:55])=[CH:53][CH:54]=[C:49]([Cl:48])[C:50]=4[F:57])[N:43]=3)=[C:13]2[C:24](=[O:38])[N:25]([CH:35]2[CH2:36][CH2:37]2)[CH2:26][C:27]2[CH:32]=[CH:31][CH:30]=[C:29]([Cl:33])[C:28]=2[Cl:34])[CH2:9]1)=[O:7])([CH3:4])([CH3:2])[CH3:3]. Procedure: This compound is prepared from compound E4 and 3-chloro-2,6-difluorophenol, according to the above-described procedure A. As a reaction SMILES: [CH2:1]([O:2][C:4]1=[N:8][S:7](=[O:9])(=[O:10])[N:6]=[C:5]1[NH:11][CH:12]1[CH:13]([OH:29])[C:14]([CH3:27])([CH3:28])[O:15][c:16]2[cH:17][cH:18][c:19]([O:22][C:23]([F:24])([F:25])[F:26])[cH:20][c:21]21)[CH3:3].[F:30][C:31]([c:32]1[cH:33][cH:34][c:35]([CH2:36][NH2:37])[cH:38][cH:39]1)([F:40])[F:41]>>[C:4]1([NH:37][CH2:36][c:35]2[cH:34][cH:33][c:32]([C:31]([F:30])([F:40])[F:41])[cH:39][cH:38]2)=[N:8][S:7](=[O:9])(=[O:10])[N:6]=[C:5]1[NH:11][CH:12]1[CH:13]([OH:29])[C:14]([CH3:27])([CH3:28])[O:15][c:16]2[cH:17][cH:18][c:19]([O:22][C:23]([F:24])([F:25])[F:26])[cH:20][c:21]21. Yields the product CC1(C)Oc2ccc(OC(F)(F)F)cc2C(NC2=NS(=O)(=O)N=C2NCc2ccc(C(F)(F)F)cc2)C1O. Reactants: CCOC1=NS(=O)(=O)N=C1NC1c2cc(OC(F)(F)F)ccc2OC(C)(C)C1O, NCc1ccc(C(F)(F)F)cc1.